This data is from the Open Reaction Database (ORD), a public repository of structured organic reaction records. The task is: describe an organic reaction: reactants, conditions, products, and yield Reactants: FC1=CC=C(C=C1)NC(=S)N (p-fluorophenylthiourea), BrCC(C(=O)OCC)=O (ethyl bromopyruvate). Run in C(C)O (ethanol). The product is FC1=CC=C(NC=2SC=C(N2)C(=O)OCC)C=C1 (Ethyl 2-p-fluoroanilinothiazole-4-carboxylate). Reaction SMILES: [F:1][C:2]1[CH:7]=[CH:6][C:5]([NH:8][C:9]([NH2:11])=[S:10])=[CH:4][CH:3]=1.Br[CH2:13][C:14](=O)[C:15]([O:17][CH2:18][CH3:19])=[O:16]>C(O)C>[F:1][C:2]1[CH:3]=[CH:4][C:5]([NH:8][C:9]2[S:10][CH:13]=[C:14]([C:15]([O:17][CH2:18][CH3:19])=[O:16])[N:11]=2)=[CH:6][CH:7]=1. Procedure: The reaction described in Preparation 42 was repeated, but using 12 g of p-fluorophenylthiourea, 14.8 g of ethyl bromopyruvate, and 120 ml of ethanol, giving the title compound as pale yellow prisms. The reactants are Cc1ccccc1, OCCOc1ccccc1, O=S(Cl)Cl, c1ccncc1. Yields the product ClCCOc1ccccc1. As a reaction SMILES: [CH3:11][c:12]1[cH:13][cH:14][cH:15][cH:16][cH:17]1.[O:1]([c:2]1[cH:3][cH:4][cH:5][cH:6][cH:7]1)[CH2:8][CH2:9][OH:10].[S:18]([Cl:19])([Cl:20])=[O:21].[cH:22]1[cH:23][cH:24][n:25][cH:26][cH:27]1>>[O:1]([c:2]1[cH:3][cH:4][cH:5][cH:6][cH:7]1)[CH2:8][CH2:9][Cl:20]. Procedure: To a mixture of benzyl alcohol and DMF was added 60% sodium hydride under ice cooling and then 2-[cis-2-(tert-butoxycarbonylamino)cyclohexylamino]-6-chloro-4-(3-methylanilino)pyrimidine-5-carbonitrile was added thereto, followed by stirring at 60° C. for 40 minutes. Then, distilled water was added to the reaction liquid and the resulting precipitate was collected by filtration. The filtration product was treated in a similar manner to Reference Example 4 to obtain 2-(cis-2-aminocyclohexylamino)-... Reaction conditions: temperature 60 celsius, time 40 minute. As a reaction SMILES: [CH2:1]([OH:8])[C:2]1[CH:7]=[CH:6][CH:5]=[CH:4][CH:3]=1.[H-].[Na+].C(OC([NH:18][C@H:19]1[CH2:24][CH2:23][CH2:22][CH2:21][C@H:20]1[NH:25][C:26]1[N:31]=[C:30]([NH:32][C:33]2[CH:38]=[CH:37][CH:36]=[C:35]([CH3:39])[CH:34]=2)[C:29]([C:40]#N)=[C:28](Cl)[N:27]=1)=O)(C)(C)C.C[N:44]([CH:46]=[O:47])C>>[NH2:18][C@H:19]1[CH2:24][CH2:23][CH2:22][CH2:21][C@H:20]1[NH:25][C:26]1[N:27]=[C:28]([O:8][CH2:1][C:2]2[CH:7]=[CH:6][CH:5]=[CH:4][CH:3]=2)[C:29]([CH2:40][C:46]([NH2:44])=[O:47])=[C:30]([NH:32][C:33]2[CH:38]=[CH:37][CH:36]=[C:35]([CH3:39])[CH:34]=2)[N:31]=1 |f:1.2|. Yields the product N[C@@H]1[C@@H](CCCC1)NC1=NC(=C(C(=N1)OCC1=CC=CC=C1)CC(=O)N)NC1=CC(=CC=C1)C (2-(cis-2-aminocyclohexylamino)-4-benzyloxy-6-(3-methylanilino)pyrimidine-5-carboxyamide). The reactants are [H-].[Na+] (sodium hydride), C(C1=CC=CC=C1)O (benzyl alcohol), CN(C)C=O (DMF), C(C)(C)(C)OC(=O)N[C@@H]1[C@@H](CCCC1)NC1=NC(=C(C(=N1)NC1=CC(=CC=C1)C)C#N)Cl (2-[cis-2-(tert-butoxycarbonylamino)cyclohexylamino]-6-chloro-4-(3-methylanilino)pyrimidine-5-carbonitrile). The reactants are ClC=1C=CC2=C(NC(CC3=C2N=C(N=C3)NC3=CC=C(C=C3)I)=O)C1 (9-chloro-2-(4-iodo-phenylamino)-5H,7H-benzo[b]pyrimido[4,5-d]azepin-6-one), C(#C)[Si](C)(C)C (ethynyltrimethylsilane), ClC=1C=CC2=C(NC(CC3=C2N=C(N=C3)NC3=CC=C(C=C3)C#C[Si](C)(C)C)=O)C1 (9-chloro-2-(4-trimethylsilanylethynyl-phenylamino)-5H,7H-benzo[b]pyrimido[4,5-d]azepin-6-one). The product is ClC=1C=CC2=C(NC(CC3=C2N=C(N=C3)NC3=CC=C(C=C3)C#C)=O)C1 (9-Chloro-2-(4-ethynyl-phenylamino)-5H,7H-benzo[b]pyrimido[4,5-d]azepin-6-one). As a reaction SMILES: ClC1C=CC2C3N=C(NC4C=CC(I)=CC=4)N=CC=3CC(=O)NC=2C=1.C([Si](C)(C)C)#C.[Cl:32][C:33]1[CH:34]=[CH:35][C:36]2[C:42]3[N:43]=[C:44]([NH:47][C:48]4[CH:53]=[CH:52][C:51]([C:54]#[C:55][Si](C)(C)C)=[CH:50][CH:49]=4)[N:45]=[CH:46][C:41]=3[CH2:40][C:39](=[O:60])[NH:38][C:37]=2[CH:61]=1>>[Cl:32][C:33]1[CH:34]=[CH:35][C:36]2[C:42]3[N:43]=[C:44]([NH:47][C:48]4[CH:53]=[CH:52][C:51]([C:54]#[CH:55])=[CH:50][CH:49]=4)[N:45]=[CH:46][C:41]=3[CH2:40][C:39](=[O:60])[NH:38][C:37]=2[CH:61]=1. Procedure: In a manner similar to that described for Method O, 9-chloro-2-(4-iodo-phenylamino)-5H,7H-benzo[b]pyrimido[4,5-d]azepin-6-one (I-36) and ethynyltrimethylsilane were converted to 9-chloro-2-(4-trimethylsilanylethynyl-phenylamino)-5H,7H-benzo[b]pyrimido[4,5-d]azepin-6-one, which was deprotected in a manner similar to I-33 to give I-45 (38%): HRMS Calcd. for C20H13ClN4O: 361.0856, Found 361.0848. The reactants are FC(C1=CC=C(C=C1)C1=CC(=CC=C1)CO)(F)F ([4′-(trifluoromethyl)-3-biphenylyl]methanol), ice water, C1=CC=C(C=C1)P(C2=CC=CC=C2)C3=CC=CC=C3 (PPh3), C(Br)(Br)(Br)Br (CBr4). Run in C(Cl)Cl (DCM). Conditions: time 1 hour. Yields the product BrCC=1C=C(C=CC1)C1=CC=C(C=C1)C(F)(F)F (3-(Bromomethyl)-4′-(trifluoromethyl)biphenyl). Yield: 99.7%. As a reaction SMILES: [F:1][C:2]([F:18])([F:17])[C:3]1[CH:8]=[CH:7][C:6]([C:9]2[CH:14]=[CH:13][CH:12]=[C:11]([CH2:15]O)[CH:10]=2)=[CH:5][CH:4]=1.C(Br)(Br)(Br)[Br:20].C1C=CC(P(C2C=CC=CC=2)C2C=CC=CC=2)=CC=1>C(Cl)Cl>[Br:20][CH2:15][C:11]1[CH:10]=[C:9]([C:6]2[CH:7]=[CH:8][C:3]([C:2]([F:18])([F:17])[F:1])=[CH:4][CH:5]=2)[CH:14]=[CH:13][CH:12]=1. Reported procedure: A solution of [4′-(trifluoromethyl)-3-biphenylyl]methanol (177 mg, 0.70 mmol) in dry DCM (10 mL) was cooled to 0° C. (ice/water bath) under nitrogen and treated with CBr4 (256 mg, 0.77 mmol) in one portion. PPh3 (202 mg, 0.77 mmol) was then added portion-wise and the resulting mixture stirred for 1 hour at this temperature and was then allowed to warm to rt. The resulting mixture was then reduced and the residue purified directly by SPE (silica, 10 g cartridge) eluting with cyclohexane:DCM affor... Starting materials: S(O)(O)(=O)=O (sulphuric acid), C(C)OC(OCC)OCC (triethylorthoformate), BrC1=CC=C(C(=O)NN)C=C1 (4-bromobenzoic hydrazide). Solvent: industrial methylated spirit, industrial methylated spirit. Conditions: temperature 2.5 celsius. Yields the product BrC1=CC=C(C=C1)C=1OC=NN1 (2-(4-bromophenyl)-1,3,4-oxadiazole). Isolated yield 89.9%. RXN SMILES: [Br:1][C:2]1[CH:11]=[CH:10][C:5]([C:6]([NH:8][NH2:9])=[O:7])=[CH:4][CH:3]=1.S(=O)(=O)(O)O.[CH2:17](OC(OCC)OCC)C>>[Br:1][C:2]1[CH:11]=[CH:10][C:5]([C:6]2[O:7][CH:17]=[N:9][N:8]=2)=[CH:4][CH:3]=1. Procedure: To a suspension of 4-bromobenzoic hydrazide (200 g) in industrial methylated spirit (700 ml) was added triethylorthoformate (309 ml), industrial methylated spirit (100 ml) and sulphuric acid (0.8 ml). The reaction mixture was heated to reflux for 1 hour. The reaction mixture was cooled to 0-5° C. and product crystallised. Product was isolated, washed and dried to yield 2-(4-bromophenyl)-1,3,4-oxadiazole (186.1 g, 89.9%). 400 MHz NMR Spectrum: (DMSOd6) 9.35 (s, 1H), 7.98 (d, 1H), 7.95 (d, 1H), 7.... Starting materials: CC(=O)O[C@@H]1C[C@]2([C@@H](CC[C@@H]2O)C3=C1[C@@]4(C=5C(=COC5C3=O)C(=O)O[C@@H]4COC)C)C (17-hydroxywortmannin), CNC1CCN(C1)C (N,N′-dimethyl-3-aminopyrrolidine). Solvent: C(Cl)Cl (CH2Cl2). Reaction conditions: time 8 hour. Product: C(C)(=O)O[C@@H]1C[C@@]2([C@H](CCC2C=2C(C(=C3\C(\C(O[C@@H]([C@@]3(C21)C)COC)=O)=C/N(C2CN(CC2)C)C)O)=O)O)C ((1E,4S,4aR,5R,6aS,7S)-7,11-dihydroxy-4-(methoxymethyl)-4a,6a-dimethyl-1-{[methyl(1-methylpyrrolidin-3-yl)amino]methylene}-2,10-dioxo-1,2,4,4a,5,6,6a,7,8,9,9a,10-dodecahydroindeno[4,5-h]isochromen-5-yl acetate). Isolated yield 38.3%. RXN SMILES: [CH3:1][C:2]([O:4][C@H:5]1[C:14]2[C@@:15]3([CH3:30])[C@@H:26]([CH2:27][O:28][CH3:29])[O:25][C:23](=[O:24])[C:17]4=[CH:18][O:19][C:20]([C:21](=[O:22])[C:13]=2[C@@H:8]2[CH2:9][CH2:10][C@H:11]([OH:12])[C@@:7]2([CH3:31])[CH2:6]1)=[C:16]34)=[O:3].[CH3:32][NH:33][CH:34]1[CH2:38][N:37]([CH3:39])[CH2:36][CH2:35]1>C(Cl)Cl>[C:2]([O:4][C@H:5]1[C:14]2[C@:15]3([CH3:30])[C:16](/[C:17](=[CH:18]\[N:33]([CH3:32])[CH:34]4[CH2:35][CH2:36][N:37]([CH3:39])[CH2:38]4)/[C:23](=[O:24])[O:25][C@@H:26]3[CH2:27][O:28][CH3:29])=[C:20]([OH:19])[C:21](=[O:22])[C:13]=2[CH:8]2[C@@:7]([CH3:31])([C@@H:11]([OH:12])[CH2:10][CH2:9]2)[CH2:6]1)(=[O:3])[CH3:1]. Procedure details: To a solution of 50 mg (0.12 mmol) 17-hydroxywortmannin in 0.5 mL CH2Cl2 is added 27.4 mg (0.24 mmol) N,N′-dimethyl-3-aminopyrrolidine. The reaction mixture is stirred at room temperature overnight. CH2Cl2 is removed in vacuo. The residue is triturated with Et2O to give 25 mg (38%) product as an orange powder.